This data is from the Open Reaction Database (ORD), a public repository of structured organic reaction records. The task is: describe an organic reaction: reactants, conditions, products, and yield The reactants are CC(=O)OC(C)=O, [F-], [K+], COc1cccc(C(O)C(C)[N+](=O)[O-])c1[N+](=O)[O-], C1COCCOCCOCCOCCOCCO1, O. Yields the product COc1cccc(C=C(C)[N+](=O)[O-])c1[N+](=O)[O-]. As a reaction SMILES: [CH3:19][C:20]([O:21][C:22](=[O:23])[CH3:24])=[O:25].[F-:44].[K+:45].[N+:1](=[O:2])([O-:3])[c:4]1[c:5]([CH:12]([CH:13]([CH3:14])[N+:15](=[O:16])[O-:17])[OH:18])[cH:6][cH:7][cH:8][c:9]1[O:10][CH3:11].[O:26]1[CH2:27][CH2:28][O:29][CH2:30][CH2:31][O:32][CH2:33][CH2:34][O:35][CH2:36][CH2:37][O:38][CH2:39][CH2:40][O:41][CH2:42][CH2:43]1.[OH2:46]>>[N+:1](=[O:2])([O-:3])[c:4]1[c:5]([CH:12]=[C:13]([CH3:14])[N+:15](=[O:16])[O-:17])[cH:6][cH:7][cH:8][c:9]1[O:10][CH3:11]. As a reaction SMILES: O1CCOC1[C:6]1[N:11]=[C:10]([CH:12]=O)[CH:9]=[CH:8][CH:7]=1.C(=O)([O-])[O-].[K+].[K+].[O:20]1[CH2:25][CH2:24][O:23][CH2:22][CH2:21]1>[Br-].C[P+](C1C=CC=CC=1)(C1C=CC=CC=1)C1C=CC=CC=1>[O:20]1[CH2:25][CH2:24][O:23][CH:22]1[CH:21]=[CH:12][C:10]1[CH:9]=[CH:8][CH:7]=[CH:6][N:11]=1 |f:1.2.3,5.6|. Procedure details: A mixture of 3.10 g of 6-[1,3]dioxolan-2-yl-pyridine-2-carbaldehyde (17.3 mmol), 9.26 g of (methyl)triphenylphosphonium bromide (25.9 mmol) and 4.80 g of potassium carbonate (34.8 mmol) in 60 ml of 1,4-dioxane is maintained under reflux for 5 hours. The solid is removed by filtration and then the solvent is evaporated off. The residue is taken up in ethyl acetate, the solution is washed with water and then with a saturated aqueous solution of sodium chloride, dried over magnesium sulfate and fil... Reactants: O1C(OCC1)C1=CC=CC(=N1)C=O (6-[1,3]dioxolan-2-yl-pyridine-2-carbaldehyde), C([O-])([O-])=O.[K+].[K+] (potassium carbonate), O1CCOCC1 (1,4-dioxane). The reagents and catalysts are [Br-].C[P+](C1=CC=CC=C1)(C1=CC=CC=C1)C1=CC=CC=C1 ((methyl)triphenylphosphonium bromide). Product: O1C(OCC1)C=CC1=NC=CC=C1 (2-[1,3]dioxolan-2-yl-vinylpyridine).